This data is from the Open Reaction Database (ORD), a public repository of structured organic reaction records. The task is: describe an organic reaction: reactants, conditions, products, and yield The reactants are ClC1=NC=CC(=C1)B(O)O (2-Chloropyridine-4-boronic acid), CC(=O)C1=CC(=CC=C1)Br (3-Bromoacetophenone), C(=O)([O-])[O-].[Na+].[Na+] (Na2CO3). The reagents and catalysts are C1=CC=C(C=C1)P([C-]2C=CC=C2)C3=CC=CC=C3.C1=CC=C(C=C1)P([C-]2C=CC=C2)C3=CC=CC=C3.Cl[Pd]Cl.[Fe+2] (dppfPdCl2). The solvent is C1CCOC1 (THF). Run at time 6 hour. The product is ClC1=NC=CC(=C1)C=1C=C(C=CC1)C(C)=O (1-[3-(2-Chloro-pyridin-4-yl)-phenyl]-ethanone). The yield is 58.7%. RXN SMILES: [Cl:1][C:2]1[CH:7]=[C:6](B(O)O)[CH:5]=[CH:4][N:3]=1.[CH3:11][C:12]([C:14]1[CH:19]=[CH:18][CH:17]=[C:16](Br)[CH:15]=1)=[O:13].C([O-])([O-])=O.[Na+].[Na+]>C1COCC1.C1C=CC(P(C2C=CC=CC=2)[C-]2C=CC=C2)=CC=1.C1C=CC(P(C2C=CC=CC=2)[C-]2C=CC=C2)=CC=1.Cl[Pd]Cl.[Fe+2]>[Cl:1][C:2]1[CH:7]=[C:6]([C:16]2[CH:15]=[C:14]([C:12](=[O:13])[CH3:11])[CH:19]=[CH:18][CH:17]=2)[CH:5]=[CH:4][N:3]=1 |f:2.3.4,6.7.8.9|. Procedure details: 2-Chloropyridine-4-boronic acid (11.0 g, 69.9 mmol), 3-Bromoacetophenone (11.2 mL, 83.9 mmol, 1.2 eq.), Na2CO3 (35 mL, 244.65 mmol, 3.5 eq.) and dppfPdCl2 (572 mg, 0.07 mmol, 0.01 eq.) were mixed in THF (200 mL). The mixture was heated to reflux and continued at this temperature for 6 hours. It was then cooled and concentrated in vacuo. The residue was partitioned between DCM and water (100 mL/40 mL). The layers were separated and the aqueous layer was washed further with DCM (2×40 mL). The comb... Starting materials: O=C([O-])[O-], C=CCN(C)CCCCCCOc1ccc(C(=O)c2ccc(Br)cc2)c(F)c1, COc1ccc(CN)cc1, Cc1ccccc1, [K+], [K+]. Yields the product C=CCN(C)CCCCCCOc1ccc(C(=O)c2ccc(Br)cc2)c(NCc2ccc(OC)cc2)c1. Reaction SMILES: [C:39](=[O:40])([O-:41])[O-:42].[CH2:1]([CH:2]=[CH2:3])[N:4]([CH2:5][CH2:6][CH2:7][CH2:8][CH2:9][CH2:10][O:11][c:12]1[cH:13][c:14]([F:27])[c:15]([C:18](=[O:19])[c:20]2[cH:21][cH:22][c:23]([Br:26])[cH:24][cH:25]2)[cH:16][cH:17]1)[CH3:28].[CH3:29][O:30][c:31]1[cH:32][cH:33][c:34]([CH2:35][NH2:36])[cH:37][cH:38]1.[CH3:45][c:46]1[cH:47][cH:48][cH:49][cH:50][cH:51]1.[K+:43].[K+:44]>>[CH2:1]([CH:2]=[CH2:3])[N:4]([CH2:5][CH2:6][CH2:7][CH2:8][CH2:9][CH2:10][O:11][c:12]1[cH:13][c:14]([NH:36][CH2:35][c:34]2[cH:33][cH:32][c:31]([O:30][CH3:29])[cH:38][cH:37]2)[c:15]([C:18](=[O:19])[c:20]2[cH:21][cH:22][c:23]([Br:26])[cH:24][cH:25]2)[cH:16][cH:17]1)[CH3:28]. Starting materials: C(=O)(Cl)Cl (phosgene), C(NN)(=O)OCC1=CC=CC=C1 (benzyl carbazate), C(NN)(=O)OCC (ethyl carbazate). Solvent: C(C)OCC (diethyl ether). Product: C(C1=CC=CC=C1)ONNC(=O)Cl (2-Benzyloxyhydrazinecarbonyl chloride), solid. Yield: 93.0%. Reaction SMILES: C([O:5][CH2:6][C:7]1[CH:12]=[CH:11][CH:10]=[CH:9][CH:8]=1)(=O)NN.[C:13]([O:17]CC)(=O)[NH:14][NH2:15].C(Cl)([Cl:22])=O>C(OCC)C>[CH2:6]([O:5][NH:15][NH:14][C:13]([Cl:22])=[O:17])[C:7]1[CH:8]=[CH:9][CH:10]=[CH:11][CH:12]=1. Procedure details: Example 1 was repeated but substituting benzyl carbazate (41.5 g, 0.25 mole) for the ethyl carbazate and using phosgene (30 ml, 0.4 mole) in diethyl ether. 2-Benzyloxyhydrazinecarbonyl chloride was isolated as a solid (53 g, 93%) mp 62°-64° C., whose ir spectrum was similar to that of 2-ethoxycarbonylhydrazinecarbonyl chloride. The reactants are CC1(CCNC2=CC=C(C=C12)C#C[Si](C)(C)C)C (4,4-dimethyl-6-trimethylsilylethynyl-1,2,3,4-tetrahydroquinoline), CC1(CCNC2=CC=C(C=C12)C#C[Si](C)(C)C)C (4,4-dimethyl-6-trimethylsilylethynyl-1,2,3,4-tetrahydroquinoline), [OH-].[K+] (KOH). The solvent is C(C)(C)O (isopropanol). Run at time 36 hour. Yields the product CC1(CCNC2=CC=C(C=C12)C#C)C (4,4-Dimethyl-6-ethynyl-1,2,3,4-tetrahydroquinoline). As a reaction SMILES: [CH3:1][C:2]1([CH3:18])[C:11]2[C:6](=[CH:7][CH:8]=[C:9]([C:12]#[C:13][Si](C)(C)C)[CH:10]=2)[NH:5][CH2:4][CH2:3]1.[OH-].[K+]>C(O)(C)C>[CH3:1][C:2]1([CH3:18])[C:11]2[C:6](=[CH:7][CH:8]=[C:9]([C:12]#[CH:13])[CH:10]=2)[NH:5][CH2:4][CH2:3]1 |f:1.2|. Procedure: To a solution of 569 mg (2.21 mmol) of 4,4-dimethyl-6-trimethylsilylethynyl-1,2,3,4-tetrahydroquinoline (Compound 95) in 3 ml of isopropanol was added, under argon, 1 ml of 1N aqueous KOH solution. The reaction mixture was stirred at room temperature for 36 h and the isopropanol was removed under vacuum. The residue was extracted with ether and the ether extract was washed successively with water and saturated NaCl solution and then dried (MgSO4). The solvent was removed vacuo and the residue wa... Reaction SMILES: [Cl:1][C:2]1[N:9]=[C:8](Cl)[CH:7]=[CH:6][C:3]=1[C:4]#[N:5].[NH2:11][C:12]1[CH:17]=[CH:16][C:15](B(O)O)=[CH:14][CH:13]=1.C(=O)(O)[O-].[Na+].O>O1CCOCC1.C1C=CC([P]([Pd]([P](C2C=CC=CC=2)(C2C=CC=CC=2)C2C=CC=CC=2)([P](C2C=CC=CC=2)(C2C=CC=CC=2)C2C=CC=CC=2)[P](C2C=CC=CC=2)(C2C=CC=CC=2)C2C=CC=CC=2)(C2C=CC=CC=2)C2C=CC=CC=2)=CC=1>[NH2:11][C:12]1[CH:17]=[CH:16][C:15]([C:8]2[CH:7]=[CH:6][C:3]([C:4]#[N:5])=[C:2]([Cl:1])[N:9]=2)=[CH:14][CH:13]=1 |f:2.3,^1:36,38,57,76|. Procedure details: 2.89 mmol (500 mg) of 2,6-dichloronicotinonitrile and 3.18 mmol (551 mg, 1.1 eq.) of 4-aminophenylboronic acid are dissolved under an inert atmosphere in 33.3 ml of dioxane. 680 mg (8.09 mmol, 2.8 eq.) of sodium bicarbonate and then 8.3 ml of water are subsequently added. The mixture is stirred for 5 minutes under an inert atmosphere and then 334 mg (0.29 mmol, 0.1 eq.) of tetrakis(triphenylphosphine)palladium are added. The reaction mixture is brought to reflux (100° C.) for 2 hours and is then... Reagents/catalysts: C=1C=CC(=CC1)[P](C=2C=CC=CC2)(C=3C=CC=CC3)[Pd]([P](C=4C=CC=CC4)(C=5C=CC=CC5)C=6C=CC=CC6)([P](C=7C=CC=CC7)(C=8C=CC=CC8)C=9C=CC=CC9)[P](C=1C=CC=CC1)(C=1C=CC=CC1)C=1C=CC=CC1 (tetrakis(triphenylphosphine)palladium). Solvent: O1CCOCC1 (dioxane). Product: NC1=CC=C(C=C1)C1=NC(=C(C#N)C=C1)Cl (6-(4-Aminophenyl)-2-chloronicotinonitrile), solid. Run at temperature 100 celsius, time 5 minute. The reactants are C([O-])(O)=O.[Na+] (sodium bicarbonate), O (water), ClC1=C(C#N)C=CC(=N1)Cl (2,6-dichloronicotinonitrile), NC1=CC=C(C=C1)B(O)O (4-aminophenylboronic acid).